Dataset: the Open Reaction Database (ORD), a public repository of structured organic reaction records. Task: describe an organic reaction: reactants, conditions, products, and yield Reactants: CC1=CC(=O)N=C(N1)N (6-methyl-isocytosine), IN1C(CCC1=O)=O (N-iodosuccinimide). Reaction conditions: time 8 hour. The solvent is C(C)(=O)O (acetic acid). Procedure details: With protection from external moisture throughout, 250.3 mg. (2.0 millimoles) of finely powdered 6-methyl-isocytosine is dissolved in 4 ml. of hot glacial acetic acid. While still hot, 450 mg. (2.0 millimoles) of N-iodosuccinimide is added to the solution and the whole is heated on a steam bath for five minutes with occasional swirling. The reaction mixture is removed from the steam bath and allowed to stand at ambient temperature. After three and one-half hours, water is added, the crystalline ... Yields the product NC1=NC(=C(C(=N1)O)I)C (2-Amino-5-iodo-6-methyl-4-pyrimidinol). Reaction SMILES: [CH3:1][C:2]1[NH:8][C:7]([NH2:9])=[N:6][C:4](=[O:5])[CH:3]=1.[I:10]N1C(=O)CCC1=O>C(O)(=O)C>[NH2:9][C:7]1[N:6]=[C:4]([OH:5])[C:3]([I:10])=[C:2]([CH3:1])[N:8]=1. Reactants: BrC1=CC=C(C=C1)C(CC(=O)O)C(C)(C)C (3-(4-bromo-phenyl)-4,4-dimethyl-pentanoic acid), Cl.CNOC (N,O-dimethylhydroxylamine hydrochloride). The product is CON(C(CC(C(C)(C)C)C1=CC=C(C=C1)Br)=O)C (3-(4-Bromo-phenyl)-4,4-dimethyl-pentanoic acid methoxy-methyl-amide). RXN SMILES: [Br:1][C:2]1[CH:7]=[CH:6][C:5]([CH:8]([C:13]([CH3:16])([CH3:15])[CH3:14])[CH2:9][C:10](O)=[O:11])=[CH:4][CH:3]=1.Cl.[CH3:18][NH:19][O:20][CH3:21]>>[CH3:21][O:20][N:19]([CH3:18])[C:10](=[O:11])[CH2:9][CH:8]([C:5]1[CH:6]=[CH:7][C:2]([Br:1])=[CH:3][CH:4]=1)[C:13]([CH3:16])([CH3:15])[CH3:14] |f:1.2|. Reported procedure: In analogy to example 74, step 4, from 3-(4-bromo-phenyl)-4,4-dimethyl-pentanoic acid (CAS RN: [1017356-66-9]) and N,O-dimethylhydroxylamine hydrochloride was prepared the title compound as a white solid, MS (ESI+): m/z=328.0895 ([M+H]+, 1Br). The reactants are CC(=O)[O-], CC(=O)[O-], Cc1ccccc1, CCOC(C)=O, OB(O)C1CC1, C1CCC(P(C2CCCCC2)C2CCCCC2)CC1, N#Cc1ccc(N)cc1Cl, [K+], [K+], [K+], O, O=P([O-])([O-])[O-], [Pd+2]. Yields the product N#Cc1ccc(N)cc1C1CC1. Reaction SMILES: [C:52]([O-:53])(=[O:54])[CH3:55].[C:57]([O-:58])(=[O:59])[CH3:60].[CH3:44][c:45]1[cH:46][cH:47][cH:48][cH:49][cH:50]1.[CH3:61][CH2:62][O:63][C:64](=[O:65])[CH3:66].[CH:11]1([B:14]([OH:15])[OH:16])[CH2:12][CH2:13]1.[CH:25]1([P:26]([CH:27]2[CH2:28][CH2:29][CH2:30][CH2:31][CH2:32]2)[CH:33]2[CH2:34][CH2:35][CH2:36][CH2:37][CH2:38]2)[CH2:39][CH2:40][CH2:41][CH2:42][CH2:43]1.[Cl:1][c:2]1[c:3]([C:4]#[N:5])[cH:6][cH:7][c:8]([NH2:10])[cH:9]1.[K+:22].[K+:23].[K+:24].[OH2:51].[P:17]([O-:18])([O-:19])([O-:20])=[O:21].[Pd+2:56]>>[c:2]1([CH:11]2[CH2:12][CH2:13]2)[c:3]([C:4]#[N:5])[cH:6][cH:7][c:8]([NH2:10])[cH:9]1. Reactants: ClCCCl, [Cl-], O=C(Cl)CCl, [NH3+]c1c(CCl)cccc1C(F)(F)F. Yields the product O=C(CCl)Nc1c(CCl)cccc1C(F)(F)F. As a reaction SMILES: [CH2:20]([Cl:21])[CH2:22][Cl:23].[Cl-:1].[Cl:15][CH2:16][C:17](=[O:18])[Cl:19].[Cl:2][CH2:3][c:4]1[c:5]([NH3+:6])[c:7]([C:11]([F:12])([F:13])[F:14])[cH:8][cH:9][cH:10]1>>[Cl:2][CH2:3][c:4]1[c:5]([NH:6][C:17]([CH2:16][Cl:15])=[O:18])[c:7]([C:11]([F:12])([F:13])[F:14])[cH:8][cH:9][cH:10]1. The reactants are CO, Fc1cc(F)nc(F)n1. Product: COc1cc(F)nc(F)n1. RXN SMILES: [CH3:10][OH:11].[F:1][c:2]1[n:3][c:4]([F:9])[cH:5][c:6]([F:8])[n:7]1>>[F:1][c:2]1[n:3][c:4]([O:11][CH3:10])[cH:5][c:6]([F:8])[n:7]1. Starting materials: C(C1=CC=CC=C1)O[C@@H](C)[C@@H](CCC1=CC=CC2=CC=CC=C12)N1C=NC(=C1)C(=O)OC (methyl 1-[(2S,3R)-2-benzyloxy-5-(1-naphthyl)-3-pentyl]imidazole-4-carboxylate), [OH-].[NH4+] (ammonium hydroxide). Run in CN(C)C=O (DMF). Run at temperature 100 celsius. The product is C(C1=CC=CC=C1)O[C@@H](C)[C@@H](CCC1=CC=CC2=CC=CC=C12)N1C=NC(=C1)C(=O)N (1-[(2S,3R)-2-benzyloxy-5-(1-naphthyl)-3-pentyl]imidazole-4-carboxamide). Yield: 93.3%. Reaction SMILES: [CH2:1]([O:8][C@H:9]([C@H:11]([N:24]1[CH:28]=[C:27]([C:29]([O:31]C)=O)[N:26]=[CH:25]1)[CH2:12][CH2:13][C:14]1[C:23]2[C:18](=[CH:19][CH:20]=[CH:21][CH:22]=2)[CH:17]=[CH:16][CH:15]=1)[CH3:10])[C:2]1[CH:7]=[CH:6][CH:5]=[CH:4][CH:3]=1.[OH-].[NH4+:34]>CN(C=O)C>[CH2:1]([O:8][C@H:9]([C@H:11]([N:24]1[CH:28]=[C:27]([C:29]([NH2:34])=[O:31])[N:26]=[CH:25]1)[CH2:12][CH2:13][C:14]1[C:23]2[C:18](=[CH:19][CH:20]=[CH:21][CH:22]=2)[CH:17]=[CH:16][CH:15]=1)[CH3:10])[C:2]1[CH:7]=[CH:6][CH:5]=[CH:4][CH:3]=1 |f:1.2|. Reported procedure: A mixture of methyl 1-[(2S,3R)-2-benzyloxy-5-(1-naphthyl)-3-pentyl]imidazole-4-carboxylate (obtained in Example 3(20)) (160 mg) in ammonium hydroxide (10 ml) and DMF (5 ml) was heated at 100° C. for 8 h in a sealed tube and then concentrated in vacuo. Flash chromatography (dichloromethane:methanol=20:1) gave 1-[(2S,3R)-2-benzyloxy-5-(1-naphthyl)-3-pentyl]imidazole-4-carboxamide (144 mg, 93.3%) as an oil. The reactants are CC(C)CCN(c1ccc(OCc2ccccc2)cc1)C1CCN(C(=O)OC(C)(C)C)CC1, C1CCOC1, CO. Yields the product CC(C)CCN(c1ccc(O)cc1)C1CCN(C(=O)OC(C)(C)C)CC1. Reaction SMILES: [C:1]([CH3:2])([CH3:3])([CH3:4])[O:5][C:6](=[O:7])[N:8]1[CH2:9][CH2:10][CH:11]([N:14]([CH2:15][CH2:16][CH:17]([CH3:18])[CH3:19])[c:20]2[cH:21][cH:22][c:23]([O:26][CH2:27][c:28]3[cH:29][cH:30][cH:31][cH:32][cH:33]3)[cH:24][cH:25]2)[CH2:12][CH2:13]1.[CH2:34]1[O:35][CH2:36][CH2:37][CH2:38]1.[CH3:39][OH:40]>>[C:1]([CH3:2])([CH3:3])([CH3:4])[O:5][C:6](=[O:7])[N:8]1[CH2:9][CH2:10][CH:11]([N:14]([CH2:15][CH2:16][CH:17]([CH3:18])[CH3:19])[c:20]2[cH:21][cH:22][c:23]([OH:26])[cH:24][cH:25]2)[CH2:12][CH2:13]1.